Dataset: the Open Reaction Database (ORD), a public repository of structured organic reaction records. Task: describe an organic reaction: reactants, conditions, products, and yield Starting materials: Cl (HCl), C(C)N1CCOCC1 (N-ethyl morpholine), N[C@@H](CO)C(=O)N[C@@H](CC1=CC=C(C=C1)O)C(=O)N[C@H](COC(C)(C)C)C(=O)N[C@@H](CC(C)C)C(=O)N[C@@H](CCCNC(N)=N)C(=O)N1[C@H](C(=O)NCC)CCC1 (H-Ser-Tyr-D-Ser(But)-Leu-Arg-Pro-NH-C2H5), N[C@@H](CCC(O)=O)C(=O)N[C@@H](CC1=CNC=N1)C(=O)N[C@@H](CC1=CNC2=CC=CC=C12)C(=O)NN (Glu-His-Trp-NH-NH2), tert.-butyl nitrile, Cl.O1CCOCC1 (HCl dioxane). Solvent: O1CCOCC1 (dioxane), CN(C=O)C (dimethyl formamide). Reaction conditions: temperature -10 celsius, time 20 minute. Yields the product N[C@@H](CCC(O)=O)C(=O)N[C@@H](CC1=CNC=N1)C(=O)N[C@@H](CC1=CNC2=CC=CC=C12)C(=O)N[C@@H](CO)C(=O)N[C@@H](CC1=CC=C(C=C1)O)C(=O)N[C@H](COC(C)(C)C)C(=O)N[C@@H](CC(C)C)C(=O)N[C@@H](CCCNC(N)=N)C(=O)N1[C@H](C(=O)NCC)CCC1.CC(=O)CC(=O)O (Glu-His-Trp-Ser-Tyr-D-Ser(But)-Leu-Arg-Pro-NH-C2H5 diacetate). As a reaction SMILES: [NH2:1][C@H:2]([C:8]([NH:10][C@H:11]([C:18]([NH:20][C@H:21]([C:32]([NH:34]N)=[O:33])[CH2:22][C:23]1[C:31]2[C:26](=[CH:27][CH:28]=[CH:29][CH:30]=2)[NH:25][CH:24]=1)=[O:19])[CH2:12][C:13]1[N:17]=[CH:16][NH:15][CH:14]=1)=[O:9])[CH2:3][CH2:4][C:5](=[O:7])[OH:6].Cl.[O:37]1CCOCC1.N[C@H:44]([C:47]([NH:49][C@H:50]([C:59]([NH:61][C@@H:62]([C:69]([NH:71][C@H:72]([C:77]([NH:79][C@H:80]([C:88]([N:90]1[CH2:99][CH2:98][CH2:97][C@H:91]1[C:92]([NH:94][CH2:95][CH3:96])=[O:93])=[O:89])[CH2:81][CH2:82][CH2:83][NH:84][C:85](=[NH:87])[NH2:86])=[O:78])[CH2:73][CH:74]([CH3:76])[CH3:75])=[O:70])[CH2:63][O:64][C:65]([CH3:68])([CH3:67])[CH3:66])=[O:60])[CH2:51][C:52]1[CH:57]=[CH:56][C:55]([OH:58])=[CH:54][CH:53]=1)=[O:48])[CH2:45][OH:46].Cl.C(N1CCOCC1)C>CN(C)C=O.O1CCOCC1>[NH2:1][C@H:2]([C:8]([NH:10][C@H:11]([C:18]([NH:20][C@H:21]([C:32]([NH:34][C@H:44]([C:47]([NH:49][C@H:50]([C:59]([NH:61][C@@H:62]([C:69]([NH:71][C@H:72]([C:77]([NH:79][C@H:80]([C:88]([N:90]1[CH2:99][CH2:98][CH2:97][C@H:91]1[C:92]([NH:94][CH2:95][CH3:96])=[O:93])=[O:89])[CH2:81][CH2:82][CH2:83][NH:84][C:85](=[NH:86])[NH2:87])=[O:78])[CH2:73][CH:74]([CH3:76])[CH3:75])=[O:70])[CH2:63][O:64][C:65]([CH3:67])([CH3:68])[CH3:66])=[O:60])[CH2:51][C:52]1[CH:53]=[CH:54][C:55]([OH:58])=[CH:56][CH:57]=1)=[O:48])[CH2:45][OH:46])=[O:33])[CH2:22][C:23]1[C:31]2[C:26](=[CH:27][CH:28]=[CH:29][CH:30]=2)[NH:25][CH:24]=1)=[O:19])[CH2:12][C:13]1[N:17]=[CH:16][NH:15][CH:14]=1)=[O:9])[CH2:3][CH2:4][C:5](=[O:7])[OH:6].[CH3:2][C:3]([CH2:4][C:5]([OH:6])=[O:7])=[O:37] |f:1.2,8.9|. Reported procedure: To a solution of 500 mg of Glu-His-Trp-NH-NH2 in 6 ml of dimethyl formamide were added, at -30° C, 0.66 ml of a 6.05 N HCl/dioxane solution and 1.2 ml of a 10% tert.-butyl nitrile solution in absolute dioxane. The solution was stirred for 20 minutes at -10° C and 877.8 mg of crude H-Ser-Tyr-D-Ser(But)-Leu-Arg-Pro-NH-C2H5 . 2 HCl and 0.78 ml of N-ethyl morpholine were added at -40° C. The mixture was allowed to stand overnight at 4° C. It was concentrated and the residue was triturated with ether... Reactants: Cc1ccc(C#N)c(NC(=O)NCc2ccc3c(c2)CN(C2CCC(=O)NC2=O)C3=O)c1, CC(=O)O, CC(C)O, Cl, [H][H], O=[Pt]. Product: Cc1ccc(CN)c(NC(=O)NCc2ccc3c(c2)CN(C2CCC(=O)NC2=O)C3=O)c1. Reaction SMILES: [C:1](#[N:2])[c:3]1[c:4]([NH:10][C:11](=[O:12])[NH:13][CH2:14][c:15]2[cH:16][c:17]3[c:21]([cH:22][cH:23]2)[C:20](=[O:24])[N:19]([CH:25]2[C:26](=[O:32])[NH:27][C:28](=[O:31])[CH2:29][CH2:30]2)[CH2:18]3)[cH:5][c:6]([CH3:9])[cH:7][cH:8]1.[CH3:40][C:41](=[O:42])[OH:43].[CH:36]([OH:37])([CH3:38])[CH3:39].[ClH:33].[H:34][H:35].[Pt:44]=[O:45]>>[CH2:1]([NH2:2])[c:3]1[c:4]([NH:10][C:11](=[O:12])[NH:13][CH2:14][c:15]2[cH:16][c:17]3[c:21]([cH:22][cH:23]2)[C:20](=[O:24])[N:19]([CH:25]2[C:26](=[O:32])[NH:27][C:28](=[O:31])[CH2:29][CH2:30]2)[CH2:18]3)[cH:5][c:6]([CH3:9])[cH:7][cH:8]1. Reactants: NC1=NC=C(C#N)C(=C1)F (6-amino-4-fluoronicotinonitrile), O1CCC(CC1)N (racemic tetrahydro-2H-pyran-4-amine), intermediate 49. The product is NC1=NC=C(C#N)C(=C1)NC1CCOCC1 (6-amino-4-((tetrahydro-2H-pyran-4-yl)amino)nicotinonitrile). RXN SMILES: [NH2:1][C:2]1[CH:9]=[C:8](F)[C:5]([C:6]#[N:7])=[CH:4][N:3]=1.[O:11]1[CH2:16][CH2:15][CH:14]([NH2:17])[CH2:13][CH2:12]1>>[NH2:1][C:2]1[CH:9]=[C:8]([NH:17][CH:14]2[CH2:15][CH2:16][O:11][CH2:12][CH2:13]2)[C:5]([C:6]#[N:7])=[CH:4][N:3]=1. Procedure: From intermediate 21 and racemic tetrahydro-2H-pyran-4-amine, reacted in an analogous manner to the preparation of intermediate 49. (UPLC-MS 3) tR 0.36 min; ESI-MS 219.1 [M+H]+. Starting materials: Cl (HCl), C(CCC)N(C(=O)C1=NN(C(=C1)C)C1=C(C=CC(=C1)O)C(=O)N1CC2=CC=CC=C2C[C@H]1CO)CCCC (1-[5-hydroxy-2-((S)-3-hydroxymethyl-3,4-dihydro-1H-isoquinoline-2-carbonyl)-phenyl]-5-methyl-1H-pyrazole-3-carboxylic acid dibutylamide), CC(C)([O-])C.[K+] (potassium tert-butoxide), ICC(=O)OCC (Ethyl 2-iodoacetate). Solvent: C(C)(=O)OCC (Ethyl acetate), O1CCCC1 (tetrahydrofuran). Reaction conditions: time 1 hour. The product is C(C)OC(COC1=CC(=C(C=C1)C(=O)N1CC2=CC=CC=C2C[C@H]1CO)N1N=C(C=C1C)C(N(CCCC)CCCC)=O)=O ([3-(3-Dibutylcarbamoyl-5-methyl-pyrazol-1-yl)-4-((S)-3-hydroxymethyl-3,4-dihydro-1H-isoquinoline-2-carbonyl)-phenoxy]-acetic acid ethyl ester). The yield is 87.0%. As a reaction SMILES: [CH2:1]([N:5]([CH2:35][CH2:36][CH2:37][CH3:38])[C:6]([C:8]1[CH:12]=[C:11]([CH3:13])[N:10]([C:14]2[CH:19]=[C:18]([OH:20])[CH:17]=[CH:16][C:15]=2[C:21]([N:23]2[C@H:32]([CH2:33][OH:34])[CH2:31][C:30]3[C:25](=[CH:26][CH:27]=[CH:28][CH:29]=3)[CH2:24]2)=[O:22])[N:9]=1)=[O:7])[CH2:2][CH2:3][CH3:4].CC(C)([O-])C.[K+].I[CH2:46][C:47]([O:49][CH2:50][CH3:51])=[O:48].Cl>O1CCCC1.C(OCC)(=O)C>[CH2:50]([O:49][C:47](=[O:48])[CH2:46][O:20][C:18]1[CH:17]=[CH:16][C:15]([C:21]([N:23]2[C@H:32]([CH2:33][OH:34])[CH2:31][C:30]3[C:25](=[CH:26][CH:27]=[CH:28][CH:29]=3)[CH2:24]2)=[O:22])=[C:14]([N:10]2[C:11]([CH3:13])=[CH:12][C:8]([C:6](=[O:7])[N:5]([CH2:1][CH2:2][CH2:3][CH3:4])[CH2:35][CH2:36][CH2:37][CH3:38])=[N:9]2)[CH:19]=1)[CH3:51] |f:1.2|. Reported procedure: A solution of 1-[5-hydroxy-2-((S)-3-hydroxymethyl-3,4-dihydro-1H-isoquinoline-2-carbonyl)-phenyl]-5-methyl-1H-pyrazole-3-carboxylic acid dibutylamide (100 mg, 0.19 mmol) and potassium tert-butoxide (0.21 mL, 1 M, 0.21 mmol) in tetrahydrofuran (2 mL) was stirred at ambient temperature for 10 minutes. Ethyl 2-iodoacetate (0.027 mL, 0.23 mmol) was added and the mixture was stirred at ambient temperature for 1 hour. Ethyl acetate and aqueous HCl solution was added until the pH was about 7. The organ...